Dataset: the Open Reaction Database (ORD), a public repository of structured organic reaction records. Task: describe an organic reaction: reactants, conditions, products, and yield Starting materials: [N+](=O)([O-])C1=CC(=C(N)C=C1)O (4-nitro 2-hydroxy aniline), BrC1=C(C=CC(=C1)Br)N=C=O (2,4-dibromo phenyl isocyanate). The product is OC1=C(C=CC(=C1)[N+](=O)[O-])NC(=O)NC1=C(C=C(C=C1)Br)Br (N-(2-hydroxy-4-nitrophenyl) N′-(2,4-dibromo phenyl)urea). Yield: 39.4%. RXN SMILES: [N+:1]([C:4]1[CH:10]=[CH:9][C:7]([NH2:8])=[C:6]([OH:11])[CH:5]=1)([O-:3])=[O:2].[Br:12][C:13]1[CH:18]=[C:17]([Br:19])[CH:16]=[CH:15][C:14]=1[N:20]=[C:21]=[O:22]>>[OH:11][C:6]1[CH:5]=[C:4]([N+:1]([O-:3])=[O:2])[CH:10]=[CH:9][C:7]=1[NH:8][C:21]([NH:20][C:14]1[CH:15]=[CH:16][C:17]([Br:19])=[CH:18][C:13]=1[Br:12])=[O:22]. Procedure: The urea was prepared from 4-nitro 2-hydroxy aniline (308 mg, 2 mmol) and 2,4-dibromo phenyl isocyanate (2 mmol) by general Method B. It was purified by dilution with methylene chloride and precipitation with hexane. Filtering afforded the title compound (0.34 g, 39%). EI-MS m/z 430 (M+H)+ Starting materials: BrC1=CC=C(C=C1)S (p-bromothiophenol), C12(CC3CC(CC(C1)C3)C2)O (1-adamantanol), FC(C(=O)O)(F)F (trifluoroacetic acid), C([O-])(O)=O.[Na+] (Sodium bicarbonate). The solvent is O (water). The product is C12(CC3CC(CC(C1)C3)C2)SC2=CC=C(C=C2)Br (p-(1-adamantylthio) bromobenzene). The yield is 91.2%. Reaction SMILES: [Br:1][C:2]1[CH:7]=[CH:6][C:5]([SH:8])=[CH:4][CH:3]=1.[C:9]12(O)[CH2:18][CH:13]3[CH2:14][CH:15]([CH2:17][CH:11]([CH2:12]3)[CH2:10]1)[CH2:16]2.FC(F)(F)C(O)=O.C(=O)(O)[O-].[Na+]>O>[C:9]12([S:8][C:5]3[CH:6]=[CH:7][C:2]([Br:1])=[CH:3][CH:4]=3)[CH2:18][CH:13]3[CH2:14][CH:15]([CH2:17][CH:11]([CH2:12]3)[CH2:10]1)[CH2:16]2 |f:3.4|. Procedure details: 3.78 g (20 mmol) of p-bromothiophenol, 3.04 g (20 mmol) of 1-adamantanol and 10 ml of trifluoroacetic acid are stirred at ambient temperature for 8 hours and then poured in water. Sodium bicarbonate is added until the mixture is neutral at which time it is extracted with methylene chloride. The organic phase is dried and evaporated. After crystallization in isooctane, 5.9 g of the expected product are obtained. Yield - 92%. Melting point: 121°-122° C. Reactants: C=CCc1c(O)c(OC)cc2ncnc(Nc3ccc(Br)cc3F)c12, CI, CC(C)=O, [K+], [K+], O=C([O-])[O-]. Product: C=CCc1c(OC)c(OC)cc2ncnc(Nc3ccc(Br)cc3F)c12. As a reaction SMILES: [CH2:1]([CH:2]=[CH2:3])[c:4]1[c:5]2[c:6]([NH:17][c:18]3[c:19]([F:25])[cH:20][c:21]([Br:24])[cH:22][cH:23]3)[n:7][cH:8][n:9][c:10]2[cH:11][c:12]([O:15][CH3:16])[c:13]1[OH:14].[CH3:32][I:33].[CH3:34][C:35](=[O:36])[CH3:37].[K+:26].[K+:27].[O-:28][C:29]([O-:30])=[O:31]>>[CH2:1]([CH:2]=[CH2:3])[c:4]1[c:5]2[c:6]([NH:17][c:18]3[c:19]([F:25])[cH:20][c:21]([Br:24])[cH:22][cH:23]3)[n:7][cH:8][n:9][c:10]2[cH:11][c:12]([O:15][CH3:16])[c:13]1[O:14][CH3:29]. Reactants: COC=1C=C(N)C=C(C1OC)OC (3,4,5-trimethoxyaniline), C(\C=C\C)=O (crotonaldehyde). The solvent is Cl (hydrochloric acid). Run at time 3.5 hour. Product: CC1=NC2=CC(=C(C(=C2C=C1)OC)OC)OC (2-methyl-5,6,7-trimethoxyquinoline). As a reaction SMILES: [CH3:1][O:2][C:3]1[CH:4]=[C:5]([CH:7]=[C:8]([O:12][CH3:13])[C:9]=1[O:10][CH3:11])[NH2:6].[CH:14](=O)/[CH:15]=[CH:16]/[CH3:17]>Cl>[CH3:17][C:16]1[CH:15]=[CH:14][C:7]2[C:5](=[CH:4][C:3]([O:2][CH3:1])=[C:9]([O:10][CH3:11])[C:8]=2[O:12][CH3:13])[N:6]=1. Procedure details: A 6 M hydrochloric acid solution (20 mL) of 3,4,5-trimethoxyaniline (3.1 g) was heated to 100° C., to which crotonaldehyde (1.5 mL) was slowly added dropwise. The mixture was stirred for 3.5 hours as it is. After allowing the reaction mixture to cool, it was washed with ether, and the resultant water layer was alkalified with a potassium carbonate solution. After extracted with ethyl acetate, the resultant organic layer was washed with water and saturated brine and dried over anhydrous magnesium... Product: ClC1=C(C(=O)O)C(=CC=C1)I (2-chloro-6-iodobenzoic acid). Reported procedure: To the cold solution of 2-amino-6-chlorobenzoic acid (2.0 g, 11.6 mmol) in conc. HCl (10 mL) was added aq. solution of sodium nitrite (0.8 g, 11.6 mmol) at 0° C. followed by addition of solution of potassium iodide (2.88 g, 17.4 mmol) in water and conc. sulphuric acid (1 mL). The reaction mixture was refluxed for 2 h. The reaction mass was washed with sodium metabisulphate solution and extracted with ethyl acetate. The organic layer was dried over anhydrous sodium sulphate and concentrated to af... Starting materials: NC1=C(C(=O)O)C(=CC=C1)Cl (2-amino-6-chlorobenzoic acid), N(=O)[O-].[Na+] (sodium nitrite), [I-].[K+] (potassium iodide). RXN SMILES: N[C:2]1[CH:10]=[CH:9][CH:8]=[C:7]([Cl:11])[C:3]=1[C:4]([OH:6])=[O:5].N([O-])=O.[Na+].[I-:16].[K+]>Cl.O.S(=O)(=O)(O)O>[Cl:11][C:7]1[CH:8]=[CH:9][CH:10]=[C:2]([I:16])[C:3]=1[C:4]([OH:6])=[O:5] |f:1.2,3.4|. The solvent is Cl (HCl), O (water), S(O)(O)(=O)=O (sulphuric acid). The yield is 61.0%.